Dataset: the Open Reaction Database (ORD), a public repository of structured organic reaction records. Task: describe an organic reaction: reactants, conditions, products, and yield Starting materials: CON(C(C)=O)C (N-methoxy-N-methylacetamide), ClC1=NC2=CC(=CC=C2C=C1)F (2-chloro-7-fluoroquinoline), [Li]CCCC (nBuLi), hexanes. Run in C1CCOC1 (THF), C1CCOC1 (THF). Reaction conditions: temperature -78 celsius, time 30 minute. The product is ClC1=NC2=C(C(=CC=C2C=C1)F)C(C)=O (1-(2-chloro-7-fluoroquinolin-8-yl)ethanone). Yield: 15.1%. As a reaction SMILES: [Cl:1][C:2]1[CH:11]=[CH:10][C:9]2[C:4](=[CH:5][C:6]([F:12])=[CH:7][CH:8]=2)[N:3]=1.[Li]CCCC.CON(C)[C:21](=[O:23])[CH3:22]>C1COCC1>[Cl:1][C:2]1[CH:11]=[CH:10][C:9]2[C:4](=[C:5]([C:21](=[O:23])[CH3:22])[C:6]([F:12])=[CH:7][CH:8]=2)[N:3]=1. Procedure: To a solution of 2-chloro-7-fluoroquinoline (ECA International Corp, Palatine, Ill.; 300 mg, 1.652 mmol) in THF (5.0 mL) at −78° C. was added nBuLi, 1.6 M in hexanes (1.24 mL, 1.98 mmol) slowly dropwise. The solution was stirred at −78° C. for 30 min. A solution of N-methoxy-N-methylacetamide (0.25 mL, 2.48 mmol) in THF (0.5 mL) was added slowly dropwise via syringe. After 10 min, the reaction was warmed to RT. After 15 min, the reaction was quenched by addition of saturated aq. NH4Cl. The react... The product is COC(=O)c1cnc(N2CCc3c(c4cc(C)ccc4n3C(C)=O)C2)nc1. Reactants: COC(=O)c1cnc(N2CCc3[nH]c4ccc(C)cc4c3C2)nc1, CC(=O)Cl, [H-], [Na+], CN(C)C=O. As a reaction SMILES: [CH3:1][O:2][C:3](=[O:4])[c:5]1[cH:6][n:7][c:8]([N:11]2[CH2:12][c:13]3[c:14]([nH:15][c:16]4[cH:17][cH:18][c:19]([CH3:22])[cH:20][c:21]34)[CH2:23][CH2:24]2)[n:9][cH:10]1.[CH3:27][C:28]([Cl:29])=[O:30].[H-:25].[Na+:26].[O:31]=[CH:32][N:33]([CH3:34])[CH3:35]>>[CH3:1][O:2][C:3](=[O:4])[c:5]1[cH:6][n:7][c:8]([N:11]2[CH2:12][c:13]3[c:14]([n:15]([C:28]([CH3:27])=[O:30])[c:16]4[cH:17][cH:18][c:19]([CH3:22])[cH:20][c:21]34)[CH2:23][CH2:24]2)[n:9][cH:10]1. Starting materials: C(C)(C)(C)C=1C=C(N(N1)C1=CC(=C(C=C1)Cl)OCCCOC1OCCCC1)NC(=O)N[C@H]1CC[C@H](C2=CC=CC=C12)OC=1C=CC=2N(C1)C(=NN2)N2CCCCC2 (1-(5-tert-Butyl-2-{4-chloro-3-[3-(tetrahydro-pyran-2-yloxy)-propoxy]-phenyl}-2H-pyrazol-3-yl)-3-[(1S,4R)-4-(3-piperidin-1-yl-[1,2,4]triazolo[4,3-a]pyridin-6-yloxy)-1,2,3,4-tetrahydro-naphthalen-1-yl]-urea), CS(=O)(=O)Cl (methanesulfonyl chloride), CCN(C(C)C)C(C)C (DIPEA). Run in C(Cl)Cl (DCM). The product is C(C)(C)(C)C1=NN(C(=C1)NC(=O)N[C@H]1CC[C@H](C2=CC=CC=C12)OC=1C=CC=2N(C1)C(=NN2)N2CCCCC2)C=2C=CC(=C(OCCCOS(=O)(=O)C)C2)Cl (Methanesulfonic acid 3-[5-(3-tert-butyl-5-{3-[(1S,4R)-4-(3-piperidin-1-yl-[1,2,4]triazolo[4,3-a]pyridin-6-yloxy)-1,2,3,4-tetrahydro-naphthalen-1-yl]-ureido}-pyrazol-1-yl)-2-chloro-phenoxy]-propyl ester). Isolated yield 100.2%. RXN SMILES: [C:1]([C:5]1[CH:6]=[C:7]([NH:28][C:29]([NH:31][C@@H:32]2[C:41]3[C:36](=[CH:37][CH:38]=[CH:39][CH:40]=3)[C@H:35]([O:42][C:43]3[CH:44]=[CH:45][C:46]4[N:47]([C:49]([N:52]5[CH2:57][CH2:56][CH2:55][CH2:54][CH2:53]5)=[N:50][N:51]=4)[CH:48]=3)[CH2:34][CH2:33]2)=[O:30])[N:8]([C:10]2[CH:15]=[CH:14][C:13]([Cl:16])=[C:12]([O:17][CH2:18][CH2:19][CH2:20][O:21]C3CCCCO3)[CH:11]=2)[N:9]=1)([CH3:4])([CH3:3])[CH3:2].[CH3:58][S:59](Cl)(=[O:61])=[O:60].CCN(C(C)C)C(C)C>C(Cl)Cl>[C:1]([C:5]1[CH:6]=[C:7]([NH:28][C:29]([NH:31][C@@H:32]2[C:41]3[C:36](=[CH:37][CH:38]=[CH:39][CH:40]=3)[C@H:35]([O:42][C:43]3[CH:44]=[CH:45][C:46]4[N:47]([C:49]([N:52]5[CH2:57][CH2:56][CH2:55][CH2:54][CH2:53]5)=[N:50][N:51]=4)[CH:48]=3)[CH2:34][CH2:33]2)=[O:30])[N:8]([C:10]2[CH:15]=[CH:14][C:13]([Cl:16])=[C:12]([CH:11]=2)[O:17][CH2:18][CH2:19][CH2:20][O:21][S:59]([CH3:58])(=[O:61])=[O:60])[N:9]=1)([CH3:4])([CH3:3])[CH3:2]. Procedure: A mixture of Example 75 (193 mg, 0.27 mmol), methanesulfonyl chloride (63 μL, 0.81 mmol) and DIPEA (200 μL, 1.08 mmol) in DCM (10 mL) was stirred at RT for 1 h. The volatiles were evaporated under reduced pressure to afford the title compound (214 mg, Quantitative). LCMS (Method 4): Rt 3.57 min, m/z 791 [MH+]. The reactants are BrC(C(=O)OCC)F (ethyl bromofluoroacetate), C1(=O)OCC2=CC=CC=C12.[K] (potassium phthalide), CN(C=O)C (dimethylformamide), CCOCC (ether), O (water). Conditions: temperature 80 celsius. Yields the product O=C1N(C(C2=CC=CC=C12)=O)C(C(=O)OCC)F (ethyl 2-(1,3-dioxoisoindolin-2-yl)-2-fluoroacetate). Reaction SMILES: Br[CH:2]([F:8])[C:3]([O:5][CH2:6][CH3:7])=[O:4].[C:9]1([C:18]2[C:13](=[CH:14][CH:15]=[CH:16][CH:17]=2)[CH2:12][O:11]1)=[O:10].[K].CCOCC.O.C[N:27](C)C=O>>[O:10]=[C:9]1[C:18]2[C:13](=[CH:14][CH:15]=[CH:16][CH:17]=2)[C:12](=[O:11])[N:27]1[CH:2]([F:8])[C:3]([O:5][CH2:6][CH3:7])=[O:4] |f:1.2,^1:18|. Procedure: A stirred mixture of ethyl bromofluoroacetate (1.0 g, 5.4 mmol) and potassium phthalide (1.0 g, 5.4 mmol) in dimethylformamide (10 mL) is heated at 80° C. for 3 hours. The mixture is stirred with ether (50 mL) and water (50 mL) and the organic layer then washed with water and brine (30 mL each), and dried over sodium sulfate. The solvent is removed in vacuo to give ethyl 2-(1,3-dioxoisoindolin-2-yl)-2-fluoroacetate which is further purified through chromatography. Reactants: S(C)(=O)(=O)[O-] (mesylate), COC(CCCC(CCO)C)(C)C (7-methoxy-3,7-dimethyloctan-1-ol), COC(CCCC(=CCO)C)(C)C (7-methoxy-3,7-dimethyloct-2-en-1-ol), COC(CCCC(C)O)(C)C (6-methoxy-6-methylheptan-2-ol), C(C)C1=CC=C(C=C1)O (p-ethylphenol). The product is C(C)C1=CC=C(C=C1)OCCC(CCCC(C)(C)OC)C (7-methoxy-3,7-dimethyloctyl p-ethylphenyl ether), C(C)C1=CC=C(C=C1)OCC=C(CCCC(C)(C)OC)C (7-methoxy-3,7-dimethyloct-2-enyl p-ethylphenyl ether), 6-methoxy-6-methylhept-2-yl p-phenyl ether. Reaction SMILES: S([O-])(=O)(=O)C.[CH3:6][O:7][C:8]([CH3:18])([CH3:17])[CH2:9][CH2:10][CH2:11][CH:12]([CH3:16])[CH2:13][CH2:14][OH:15].[CH3:19][O:20][C:21]([CH3:31])([CH3:30])[CH2:22][CH2:23][CH2:24][C:25]([CH3:29])=[CH:26][CH2:27][OH:28].COC(C)(C)CCCC(O)C.[CH2:43]([C:45]1[CH:50]=[CH:49][C:48](O)=[CH:47][CH:46]=1)[CH3:44]>>[CH2:26]([C:25]1[CH:31]=[CH:21][C:22]([O:15][CH2:14][CH2:13][CH:12]([CH3:16])[CH2:11][CH2:10][CH2:9][C:8]([O:7][CH3:6])([CH3:17])[CH3:18])=[CH:23][CH:24]=1)[CH3:27].[CH2:43]([C:45]1[CH:50]=[CH:49][C:48]([O:28][CH2:27][CH:26]=[C:25]([CH3:29])[CH2:24][CH2:23][CH2:22][C:21]([O:20][CH3:19])([CH3:31])[CH3:30])=[CH:47][CH:46]=1)[CH3:44]. Procedure details: The mesylate of each of 7-methoxy-3,7-dimethyloctan-1-ol, 7-methoxy-3,7-dimethyloct-2-en-1-ol and 6-methoxy-6-methylheptan-2-ol is reacted with p-ethylphenol using the process of Example 10(D) to yield 7-methoxy-3,7-dimethyloctyl p-ethylphenyl ether, 7-methoxy-3,7-dimethyloct-2-enyl p-ethylphenyl ether and 6-methoxy-6-methylhept-2-yl p-phenyl ether (5-methoxy-1,5-dimethylhexyl p-ethylphenyl ether). The reactants are FC1=C(C=C(C=C1)C(CC1=NN=NN1C)(O)C1=CC(=C(C=C1)F)C)C (1,1-bis(4-fluoro-3-methylphenyl)-2-(1-methyl-1H-tetrazol-5-yl)ethanol), S(=O)(=O)(O)[O-].[K+] (potassium hydrogen sulfate). Run in C(Cl)(Cl)Cl (chloroform). Run at temperature 195 celsius. Yields the product FC1=C(C=C(C=C1)C(=CC1=NN=NN1C)C1=CC(=C(C=C1)F)C)C (1,1-Bis(4-fluoro-3-methylphenyl)-2-(1-methyl-1H-tetrazol-5-yl)ethene). The yield is 95.0%. Reaction SMILES: [F:1][C:2]1[CH:7]=[CH:6][C:5]([C:8]([C:17]2[CH:22]=[CH:21][C:20]([F:23])=[C:19]([CH3:24])[CH:18]=2)(O)[CH2:9][C:10]2[N:14]([CH3:15])[N:13]=[N:12][N:11]=2)=[CH:4][C:3]=1[CH3:25].S([O-])(O)(=O)=O.[K+]>C(Cl)(Cl)Cl>[F:1][C:2]1[CH:7]=[CH:6][C:5]([C:8]([C:17]2[CH:22]=[CH:21][C:20]([F:23])=[C:19]([CH3:24])[CH:18]=2)=[CH:9][C:10]2[N:14]([CH3:15])[N:13]=[N:12][N:11]=2)=[CH:4][C:3]=1[CH3:25] |f:1.2|. Procedure: A mixture of 1,1-bis(4-fluoro-3-methylphenyl)-2-(1-methyl-1H-tetrazol-5-yl)ethanol (3.58 g, 10.9 mmoles) and potassium hydrogen sulfate (530 mg) was heated at 195° C. for 1.5 hours. The mixture was cooled to 70° C. and chloroform (50 ml) was added. The insoluble material was removed by filtration and the filtrate evaporated. The residue was crystallized from EtOAc-Hexane to afford 3.38 g (100%) of the title compound; m.p.=138°-139° C.